Dataset: the Open Reaction Database (ORD), a public repository of structured organic reaction records. Task: describe an organic reaction: reactants, conditions, products, and yield Reactants: CC(C)(C)C(=O)Cl, CC(N)C(Cc1ccccc1)Oc1ccc2c(cnn2-c2ccc(F)cc2)c1. The product is CC(NC(=O)C(C)(C)C)C(Cc1ccccc1)Oc1ccc2c(cnn2-c2ccc(F)cc2)c1. As a reaction SMILES: [C:29]([C:30]([CH3:31])([CH3:32])[CH3:33])(=[O:34])[Cl:35].[F:1][c:2]1[cH:3][cH:4][c:5](-[n:8]2[n:9][cH:10][c:11]3[cH:12][c:13]([O:17][CH:18]([CH:19]([CH3:20])[NH2:21])[CH2:22][c:23]4[cH:24][cH:25][cH:26][cH:27][cH:28]4)[cH:14][cH:15][c:16]23)[cH:6][cH:7]1>>[F:1][c:2]1[cH:3][cH:4][c:5](-[n:8]2[n:9][cH:10][c:11]3[cH:12][c:13]([O:17][CH:18]([CH:19]([CH3:20])[NH:21][C:29]([C:30]([CH3:31])([CH3:32])[CH3:33])=[O:34])[CH2:22][c:23]4[cH:24][cH:25][cH:26][cH:27][cH:28]4)[cH:14][cH:15][c:16]23)[cH:6][cH:7]1. The reactants are B(Br)(Br)Br (boron tribromide), ClC1=CC=C(C=C1)C(C(=O)N1C[C@H](CC1)NC1=NC2=CC=C(C=C2C(=C1)C)OC)=O ((S)-1-(4-chlorophenyl)-2-(3-(6-methoxy-4-methylquinolin-2-ylamino)pyrrolidin-1-yl)ethane-1,2-dione), C(O)([O-])=O.[Na+] (sodium hydrogencarbonate). Run in ClCCl (dichloromethane), ClCCl (dichloromethane). Reaction conditions: time 3 hour. The product is ClC1=CC=C(C=C1)C(C(=O)N1C[C@H](CC1)NC1=NC2=CC=C(C=C2C(=C1)C)O)=O ((S)-1-(4-chlorophenyl)-2-(3-(6-hydroxy-4-methylquinolin-2-ylamino)pyrrolidin-1-yl)ethane-1,2-dione). Isolated yield 15.1%. Reaction SMILES: [Cl:1][C:2]1[CH:7]=[CH:6][C:5]([C:8](=[O:30])[C:9]([N:11]2[CH2:15][CH2:14][C@H:13]([NH:16][C:17]3[CH:26]=[C:25]([CH3:27])[C:24]4[C:19](=[CH:20][CH:21]=[C:22]([O:28]C)[CH:23]=4)[N:18]=3)[CH2:12]2)=[O:10])=[CH:4][CH:3]=1.B(Br)(Br)Br.C(=O)([O-])O.[Na+]>ClCCl>[Cl:1][C:2]1[CH:7]=[CH:6][C:5]([C:8](=[O:30])[C:9]([N:11]2[CH2:15][CH2:14][C@H:13]([NH:16][C:17]3[CH:26]=[C:25]([CH3:27])[C:24]4[C:19](=[CH:20][CH:21]=[C:22]([OH:28])[CH:23]=4)[N:18]=3)[CH2:12]2)=[O:10])=[CH:4][CH:3]=1 |f:2.3|. Procedure details: A solution of (S)-1-(4-chlorophenyl)-2-(3-(6-methoxy-4-methylquinolin-2-ylamino)pyrrolidin-1-yl)ethane-1,2-dione (0.467 g) in dichloromethane (50 mL) was cooled to −78° C., followed by addition of a solution (6.1 mL) of 1 M boron tribromide in dichloromethane, and the mixture was stirred for 3 h while heating slowly to room temperature. To the reaction mixture was added a saturated sodium hydrogencarbonate solution to make it basic, and then the mixture was extracted with chloroform. The aqueous...